From a dataset of the Open Reaction Database (ORD), a public repository of structured organic reaction records. describe an organic reaction: reactants, conditions, products, and yield Reaction SMILES: [CH2:1]([CH3:2])[O:3][C:4]([CH2:5][O:6][c:7]1[c:8]([CH3:42])[cH:9][c:10]([S:13][CH:14]([CH2:15][CH3:16])[CH2:17][N:18]([S:19](=[O:20])(=[O:21])[c:22]2[cH:23][cH:24][c:25]([O:28][C:29]([F:30])([F:31])[F:32])[cH:26][cH:27]2)[CH2:33][c:34]2[cH:35][cH:36][c:37]([O:38][CH3:39])[cH:40][cH:41]2)[cH:11][cH:12]1)=[O:43].[CH2:44]([SiH:45]([CH2:46][CH3:47])[CH2:48][CH3:49])[CH3:50].[CH3:58][CH2:59][O:60][CH2:61][CH3:62].[OH:51][C:52]([C:53]([F:54])([F:55])[F:56])=[O:57]>>[CH2:1]([CH3:2])[O:3][C:4]([CH2:5][O:6][c:7]1[c:8]([CH3:42])[cH:9][c:10]([S:13][CH:14]([CH2:15][CH3:16])[CH2:17][NH:18][S:19](=[O:20])(=[O:21])[c:22]2[cH:23][cH:24][c:25]([O:28][C:29]([F:30])([F:31])[F:32])[cH:26][cH:27]2)[cH:11][cH:12]1)=[O:43]. Yields the product CCOC(=O)COc1ccc(SC(CC)CNS(=O)(=O)c2ccc(OC(F)(F)F)cc2)cc1C. Starting materials: CCOC(=O)COc1ccc(SC(CC)CN(Cc2ccc(OC)cc2)S(=O)(=O)c2ccc(OC(F)(F)F)cc2)cc1C, CC[SiH](CC)CC, CCOCC, O=C(O)C(F)(F)F.